This data is from the Open Reaction Database (ORD), a public repository of structured organic reaction records. The task is: describe an organic reaction: reactants, conditions, products, and yield Reactants: C1(=CC=C(C=C1)S(=O)(=O)O)C (p-toluenesulfonic acid), ( 30 ), C12(C(=O)CC(CC1)C2(C)C)CS(=O)(=O)O ((±)-10-camphorsulfonic acid). Run in C1(=CC=CC=C1)C (toluene), C1(=CC=CC=C1)C (toluene). The product is C=1C=CC=2C(C1)=CC=CC2O (naphthol). As a reaction SMILES: [C:1]12(CS(O)(=O)=O)[C:8]([CH3:10])(C)[CH:5]([CH2:6][CH2:7]1)[CH2:4][C:2]2=[O:3].[C:16]1(C)C=CC(S(O)(=O)=O)=C[CH:17]=1>C1(C)C=CC=CC=1>[CH:16]1[CH:10]=[CH:8][C:1]2[C:7](=[CH:6][CH:5]=[CH:4][C:2]=2[OH:3])[CH:17]=1. Procedure: The compound of the above formula (30) and 221.1 mg (0.9 mmol) of (±)-10-camphorsulfonic acid were dissolved in 150 ml of toluene and refluxed for 30 minutes. The resulting solution was left to be cooled to room temperature, added to 100 ml of a toluene solution of 4.5 g (27.3 mmol) of p-toluenesulfonic acid heated at 90° C. and refluxed for 4 hours. After the reaction, the reaction solution was washed in water, the solvent was removed, and the obtained product was purified by column chromatogra...